This data is from the Open Reaction Database (ORD), a public repository of structured organic reaction records. The task is: describe an organic reaction: reactants, conditions, products, and yield The reactants are BrC=1C(=NC=C(C(=O)NC2=CC=C(C=C2)OC(F)(F)Cl)C1)N1C[C@@H](CC1)O ((R)-5-bromo-N-(4-(chlorodifluoromethoxy)phenyl)-6-(3-hydroxypyrrolidin-1-yl)nicotinamide), CN1N=C(C=C1)B1OC(C(O1)(C)C)(C)C (1-methyl-3-(4,4,5,5-tetramethyl-1,3,2-dioxaborolan-2-yl)-1H-pyrazole). Product: ClC(OC1=CC=C(C=C1)NC(C1=CN=C(C(=C1)C1=NN(C=C1)C)N1C[C@@H](CC1)O)=O)(F)F ((R)—N-(4-(Chlorodifluoromethoxy)phenyl)-6-(3-hydroxypyrrolidin-1-yl)-5-(1-methyl-1H-pyrazol-3-yl)nicotinamide). As a reaction SMILES: Br[C:2]1[C:3]([N:22]2[CH2:26][CH2:25][C@@H:24]([OH:27])[CH2:23]2)=[N:4][CH:5]=[C:6]([CH:21]=1)[C:7]([NH:9][C:10]1[CH:15]=[CH:14][C:13]([O:16][C:17]([Cl:20])([F:19])[F:18])=[CH:12][CH:11]=1)=[O:8].[CH3:28][N:29]1[CH:33]=[CH:32][C:31](B2OC(C)(C)C(C)(C)O2)=[N:30]1>>[Cl:20][C:17]([F:19])([F:18])[O:16][C:13]1[CH:14]=[CH:15][C:10]([NH:9][C:7](=[O:8])[C:6]2[CH:21]=[C:2]([C:31]3[CH:32]=[CH:33][N:29]([CH3:28])[N:30]=3)[C:3]([N:22]3[CH2:26][CH2:25][C@@H:24]([OH:27])[CH2:23]3)=[N:4][CH:5]=2)=[CH:11][CH:12]=1. Procedure details: The title compound was prepared in an analogous fashion to that described in Stage 2.1 using (R)-5-bromo-N-(4-(chlorodifluoromethoxy)phenyl)-6-(3-hydroxypyrrolidin-1-yl)nicotinamide (Stage 9.2) and 1-methyl-3-(4,4,5,5-tetramethyl-1,3,2-dioxaborolan-2-yl)-1H-pyrazole to afford a white powder. HPLC (Condition 4) tR=5.16 min, UPLC-MS (Condition 3) tR0.98 min, m/z=464 [M+H]+; 1H-NMR (400 MHz, DMSO-d6) δ ppm 1.64-1.90 (m, 2H) 2.85-3.00 (m, 1H) 3.06-3.26 (m, 3H) 3.59 (s, 3H) 4.19 (br. s, 1H) 4.87 (d, ...